This data is from the Open Reaction Database (ORD), a public repository of structured organic reaction records. The task is: describe an organic reaction: reactants, conditions, products, and yield Starting materials: solution, NC1=NC=C(C(=O)O)C=C1 (6-aminonicotinic acid), CO (MeOH). Solvent: C(Cl)Cl (CH2Cl2), CC#N (MeCN). Conditions: time 0.5 hour. Product: NC1=NC=C(C(=O)OC)C=C1 (methyl 6-aminonicotinate). RXN SMILES: [NH2:1][C:2]1[CH:10]=[CH:9][C:5]([C:6]([OH:8])=[O:7])=[CH:4][N:3]=1.[CH3:11]O>CC#N.C(Cl)Cl>[NH2:1][C:2]1[CH:10]=[CH:9][C:5]([C:6]([O:8][CH3:11])=[O:7])=[CH:4][N:3]=1. Procedure: To a suspension of 6-aminonicotinic acid (1.00 g, 7.24 mmol) in MeOH (20 ml) and MeCN (10 ml) was added 10% solution of trimethylsilylidazomethane in CH2Cl2 (25 ml) at room temperature. After stirring at room temperature for 0.5 h, the solvent was evaporated to give crude methyl 6-aminonicotinate as a yellow solid. Title compound was prepared from this crude methyl 6-aminocincotinate in 17% yield according to a procedure similar to that described in Preparation 6. Starting materials: ClC1=CC=C(C=C1)C1=NC=2C(=NC=CC2)N1CC(=O)NC1=CC(=CC=C1)N(C)C (2-(4-chlorphenyl)-N-[3-(dimethylamino)phenyl]-3H-imidazo[4,5-b]pyridine-3-acetamide), Cl.C(C)(C)O (hydrogen chloride isopropyl alcohol), C(C)(C)OC(C)C (Isopropyl ether). Run in C(C)(C)O (isopropyl alcohol). The product is O.Cl.ClC1=CC=C(C=C1)C1=NC=2C(=NC=CC2)N1CC(=O)NC1=CC(=CC=C1)N(C)C (2-(4-Chlorophenyl)-N-[3-(dimethylamino)phenyl]-3H-imidazo[4,5-b]pyridine-3-acetamide hydrochloride hydrate). RXN SMILES: [Cl:1][C:2]1[CH:7]=[CH:6][C:5]([C:8]2[N:16]([CH2:17][C:18]([NH:20][C:21]3[CH:26]=[CH:25][CH:24]=[C:23]([N:27]([CH3:29])[CH3:28])[CH:22]=3)=[O:19])[C:11]3=[N:12][CH:13]=[CH:14][CH:15]=[C:10]3[N:9]=2)=[CH:4][CH:3]=1.Cl.C(O)(C)C.C(OC(C)C)(C)C>C(O)(C)C>[OH2:19].[ClH:1].[Cl:1][C:2]1[CH:7]=[CH:6][C:5]([C:8]2[N:16]([CH2:17][C:18]([NH:20][C:21]3[CH:26]=[CH:25][CH:24]=[C:23]([N:27]([CH3:29])[CH3:28])[CH:22]=3)=[O:19])[C:11]3=[N:12][CH:13]=[CH:14][CH:15]=[C:10]3[N:9]=2)=[CH:4][CH:3]=1 |f:1.2,5.6.7|. Procedure details: A solution of 2-(4-chlorphenyl)-N-[3-(dimethylamino)phenyl]-3H-imidazo[4,5-b]pyridine-3-acetamide in hot isopropyl alcohol was acidified with hydrogen chloride/isopropyl alcohol. Isopropyl ether was added to the cloud point. Upon cooling to room temperature, solid formed which was collected by filtration, rinsed with isopropyl ether, and dried under high vacuum at 50° C. overnight to give 1.9 g of title compound, mp 166°-170° C. (shrinks), 183°-187° C. (melts). Starting materials: [OH-].[Na+] (sodium hydroxide), C(CCC)OC1=C(C=CC(=C1)\C=C(\C(=O)OC)/OC)C1=CC(=CC=C1)N(C(=O)NCCCCC)C (methyl (Z)-3-[2-butoxy-3′-(1-methyl-3-pentylureido)biphenyl-4-yl]-2-methoxyacrylate), Cl (hydrochloric acid), O (water). Run in O1CCCC1 (tetrahydrofuran), C(C)(=O)OCC (ethyl acetate). Reaction conditions: temperature 68 celsius, time 5 hour. Product: C(CCC)OC1=C(C=CC(=C1)\C=C(\C(=O)O)/OC)C1=CC(=CC=C1)N(C(=O)NCCCCC)C ((Z)-3-[2-butoxy-3′-(1-methyl-3-pentylureido)biphenyl-4-yl]-2-methoxyacrylic acid). Yield: 77.1%. Reaction SMILES: [OH-].[Na+].[CH2:3]([O:7][C:8]1[CH:13]=[C:12](/[CH:14]=[C:15](\[O:20][CH3:21])/[C:16]([O:18]C)=[O:17])[CH:11]=[CH:10][C:9]=1[C:22]1[CH:27]=[CH:26][CH:25]=[C:24]([N:28]([CH3:37])[C:29]([NH:31][CH2:32][CH2:33][CH2:34][CH2:35][CH3:36])=[O:30])[CH:23]=1)[CH2:4][CH2:5][CH3:6].Cl.O>O1CCCC1.C(OCC)(=O)C>[CH2:3]([O:7][C:8]1[CH:13]=[C:12](/[CH:14]=[C:15](\[O:20][CH3:21])/[C:16]([OH:18])=[O:17])[CH:11]=[CH:10][C:9]=1[C:22]1[CH:27]=[CH:26][CH:25]=[C:24]([N:28]([CH3:37])[C:29]([NH:31][CH2:32][CH2:33][CH2:34][CH2:35][CH3:36])=[O:30])[CH:23]=1)[CH2:4][CH2:5][CH3:6] |f:0.1|. Reported procedure: 1.24 mL (1.24 mmol) of aqueous 1 M sodium hydroxide solution are added to a solution of 0.4 g (0.83 mmol) of methyl (Z)-3-[2-butoxy-3′-(1-methyl-3-pentylureido)biphenyl-4-yl]-2-methoxyacrylate in 10 mL of tetrahydrofuran. The reaction mixture is stirred at 68° C. for 5 hours. After cooling, the reaction is worked up by addition of 3 mL (3 mmol) of aqueous 1 M hydrochloric acid solution and 10 mL of water and extraction with ethyl acetate. The organic phases are combined, washed with saturated so...